The task is: describe an organic reaction: reactants, conditions, products, and yield. This data is from the Open Reaction Database (ORD), a public repository of structured organic reaction records. The reactants are Cl (hydrogen chloride), C(C)(C)(C)OC(=O)N1CCC(CC1)(C1=CC=CC=C1)CNS(=O)(=O)C (N-[(1-t-butoxycarbonyl-4-phenylpiperidin-4-yl)methyl]methanesulfonamide). Solvent: CO (methanol). Reaction conditions: time 20 hour. The product is Cl.C1(=CC=CC=C1)C1(CCNCC1)CNS(=O)(=O)C (N-[(4-Phenylpiperidin-4-yl)methyl]methanesulfonamide Hydrochloride). The yield is 100.0%. RXN SMILES: [ClH:1].C(OC([N:9]1[CH2:14][CH2:13][C:12]([CH2:21][NH:22][S:23]([CH3:26])(=[O:25])=[O:24])([C:15]2[CH:20]=[CH:19][CH:18]=[CH:17][CH:16]=2)[CH2:11][CH2:10]1)=O)(C)(C)C>CO>[ClH:1].[C:15]1([C:12]2([CH2:21][NH:22][S:23]([CH3:26])(=[O:25])=[O:24])[CH2:11][CH2:10][NH:9][CH2:14][CH2:13]2)[CH:20]=[CH:19][CH:18]=[CH:17][CH:16]=1 |f:3.4|. Procedure: Methanolic hydrogen chloride (4M, 40 mL) was added to a stirred, cooled (0° C.) suspension of N-[(1-t-butoxycarbonyl-4-phenylpiperidin-4-yl)methyl]methanesulfonamide (5.65 g, 15.4 mmol) in methanol (20 mL) and the mixture was stirred at room temperature for 20 h. The solvent was evaporated under reduced pressure to give the title compound as a tan solid (4.66 g, 100%), δH (250 MHz, d6 -DMSO) 9.05 (1H, br s), 8.86 (1H, br s), 7.41-7.26 (5H, m), 6.95 (1H, t, J 6.9 Hz), 3.18 (2H, m), 3.05 (2H, d, J... Starting materials: OC1=C(C=C(C=C1[N+](=O)[O-])C(C(=O)OCC)=O)OC (ethyl 4-hydroxy-3-methoxy-5-nitrophenylglyoxylate), C(C)#N (acetonitrile), [I-].[Na+] (sodium iodide), [Si](Cl)(Cl)(Cl)Cl (silicon tetrachloride). Run in C1(=CC=CC=C1)C (toluene). The product is OC=1C=C(C=C(C1O)[N+](=O)[O-])C(C(=O)OCC)=O (ethyl 3,4-dihydroxy-5-nitrophenylglyoxylate). As a reaction SMILES: [OH:1][C:2]1[C:7]([N+:8]([O-:10])=[O:9])=[CH:6][C:5]([C:11](=[O:17])[C:12]([O:14][CH2:15][CH3:16])=[O:13])=[CH:4][C:3]=1[O:18]C.C(#N)C.[I-].[Na+].[Si](Cl)(Cl)(Cl)Cl>C1(C)C=CC=CC=1>[OH:18][C:3]1[CH:4]=[C:5]([C:11](=[O:17])[C:12]([O:14][CH2:15][CH3:16])=[O:13])[CH:6]=[C:7]([N+:8]([O-:10])=[O:9])[C:2]=1[OH:1] |f:2.3|. Procedure: A suspension of 17.2 g of ethyl 4-hydroxy-3-methoxy-5-nitrophenylglyoxylate in 100 of dry acetonitrile and 100 ml of dry toluene is treated with 10.53 g of sodium iodide and 11.9 g of silicon tetrachloride and heated under reflux for 47 hours. The reaction mixture is then evaporated and the residue is distilled six times with 200 ml of toluene each time. The residue obtained is partitioned between water and ether and filtered through a filter aid of diatomaceous earth. The ethereal phase is wash... Reactants: O1CCOCC1 (dioxane), ClC1=NC=NC2=CC(=C(C=C12)OC)OC (4-chloro-6,7-dimethoxyquinazoline), NC=1SC2=C(N1)C=C(C=C2)NC(=O)NC2=CC(=C(C=C2)Cl)C(F)(F)F (1-(2-aminobenzothiazol-5-yl)-3-(4-chloro-3-trifluoromethylphenyl)urea), NC=1SC2=C(N1)C=C(C=C2)NC(=O)NC2=CC(=C(C=C2)Cl)C(F)(F)F (1-(2-aminobenzothiazol-5-yl)-3-(4-chloro-3-trifluoromethylphenyl)urea). Run in CN(C=O)C (Dimethylformamide). Yields the product ClC1=C(C=C(C=C1)NC(=O)NC=1C=CC2=C(N=C(S2)NC2=NC=NC3=CC(=C(C=C23)OC)OC)C1)C(F)(F)F (1-(4-Chloro-3-trifluoromethylphenyl)-3-[2-(6,7-dimethoxyquinazolin-4-ylamino)benzothiazol-5-yl]urea). RXN SMILES: Cl[C:2]1[C:11]2[C:6](=[CH:7][C:8]([O:14][CH3:15])=[C:9]([O:12][CH3:13])[CH:10]=2)[N:5]=[CH:4][N:3]=1.[NH2:16][C:17]1[S:18][C:19]2[CH:25]=[CH:24][C:23]([NH:26][C:27]([NH:29][C:30]3[CH:35]=[CH:34][C:33]([Cl:36])=[C:32]([C:37]([F:40])([F:39])[F:38])[CH:31]=3)=[O:28])=[CH:22][C:20]=2[N:21]=1.O1CCOCC1>CN(C)C=O>[Cl:36][C:33]1[CH:34]=[CH:35][C:30]([NH:29][C:27]([NH:26][C:23]2[CH:24]=[CH:25][C:19]3[S:18][C:17]([NH:16][C:2]4[C:11]5[C:6](=[CH:7][C:8]([O:14][CH3:15])=[C:9]([O:12][CH3:13])[CH:10]=5)[N:5]=[CH:4][N:3]=4)=[N:21][C:20]=3[CH:22]=2)=[O:28])=[CH:31][C:32]=1[C:37]([F:39])([F:38])[F:40]. Reported procedure: 1-(4-Chloro-3-trifluoromethylphenyl)-3-[2-(6,7-dimethoxyquinazolin-4-ylamino)benzothiazol-5-yl]urea was prepared from 4-chloro-6,7-dimethoxyquinazoline (Fluorochem, 29 mg, 0.13 mmol) and 1-(2-aminobenzothiazol-5-yl)-3-(4-chloro-3-trifluoromethylphenyl)urea (Intermediate 5, 50 mg, 0.13 mmol) according to GP 1. Dimethylformamide was used as a solvent instead of dioxane. After removal of the solvent in vacuo, the residue was subjected to silica gel chromatography applying a dichloromethane-methanol... Starting materials: ClC1=C(C=NC2=CC(=C(C=C12)OC)OC)C#N (4-chloro-6,7-dimethoxy-quinoline-3-carbonitrile), ClC1=CC(=C(N)C=C1)C (4-chloro-2-methylaniline), Cl.N1=CC=CC=C1 (pyridine hydrochloride), C(C)OCCO (2-ethoxyethanol), ClC1=CC(=C(N)C=C1)C (4-chloro-2-methylaniline). Run at temperature 139 celsius, time 24 hour. Yields the product ClC1=CC(=C(C=C1)NC1=C(C=NC2=CC(=C(C=C12)OC)OC)C#N)C (4-(4-Chloro-2-methylphenylamino)-6,7-dimethoxyquinoline-3-carbonitrile). Yield: 70.7%. Reaction SMILES: Cl[C:2]1[C:11]2[C:6](=[CH:7][C:8]([O:14][CH3:15])=[C:9]([O:12][CH3:13])[CH:10]=2)[N:5]=[CH:4][C:3]=1[C:16]#[N:17].[Cl:18][C:19]1[CH:25]=[CH:24][C:22]([NH2:23])=[C:21]([CH3:26])[CH:20]=1.Cl.N1C=CC=CC=1.C(OCCO)C>>[Cl:18][C:19]1[CH:25]=[CH:24][C:22]([NH:23][C:2]2[C:11]3[C:6](=[CH:7][C:8]([O:14][CH3:15])=[C:9]([O:12][CH3:13])[CH:10]=3)[N:5]=[CH:4][C:3]=2[C:16]#[N:17])=[C:21]([CH3:26])[CH:20]=1 |f:2.3|. Reported procedure: A mixture of 0.248 g (1 mmol)of 4-chloro-6,7-dimethoxy-quinoline-3-carbonitrile, 0.156 g (1.1 mmol) of 4-chloro-2-methylaniline, 0.116 g (1 mmol) pyridine hydrochloride and 12 ml of 2-ethoxyethanol was heated in a 138-140° C. oil bath for 24 hours; progress of the reaction was monitored by TLC. After 24 hours an additional 0.156 g of of 4-chloro-2-methylaniline was added and the heating continued for 24 hours. When TLC indicated the disappearance of starting material, the reaction was cooled and... Reactants: CC(C)NC(=O)N1CCc2ccc(S(N)(=O)=O)cc2CC1, O=C=NC1CCCCC1. Product: CC(C)NC(=O)N1CCc2ccc(S(=O)(=O)NC(=O)NC3CCCCC3)cc2CC1. Reaction SMILES: [CH:1]([CH3:2])([CH3:3])[NH:4][C:5](=[O:6])[N:7]1[CH2:8][CH2:9][c:10]2[c:11]([cH:14][cH:15][c:16]([S:18](=[O:19])(=[O:20])[NH2:21])[cH:17]2)[CH2:12][CH2:13]1.[CH:22]1([N:28]=[C:29]=[O:30])[CH2:23][CH2:24][CH2:25][CH2:26][CH2:27]1>>[CH:1]([CH3:2])([CH3:3])[NH:4][C:5](=[O:6])[N:7]1[CH2:8][CH2:9][c:10]2[c:11]([cH:14][cH:15][c:16]([S:18](=[O:19])(=[O:20])[NH:21][C:29]([NH:28][CH:22]3[CH2:23][CH2:24][CH2:25][CH2:26][CH2:27]3)=[O:30])[cH:17]2)[CH2:12][CH2:13]1. Starting materials: ClC1=NC(=CC(=C1O)I)C(C)O (2-chloro-3-hydroxy-4-iodo-6-(1-hydroxyethyl)-pyridine), C(=C)[Sn](C=C)(C=C)C=C (tetravinyltin), C(C)(=O)OCC (ethyl acetate). The reagents and catalysts are Cl[Pd]([P](C1=CC=CC=C1)(C2=CC=CC=C2)C3=CC=CC=C3)([P](C4=CC=CC=C4)(C5=CC=CC=C5)C6=CC=CC=C6)Cl (bis(triphenylphosphine)-palladium dichloride). The solvent is CN(C=O)C (N,N-dimethylformamide). Reaction conditions: temperature 50 celsius. Yields the product ClC1=NC(=CC(=C1O)C=C)C(C)O (2-chloro-3-hydroxy-4-vinyl-6-(1-hydroxyethyl)-pyridine). Isolated yield 70.1%. As a reaction SMILES: [Cl:1][C:2]1[C:7]([OH:8])=[C:6](I)[CH:5]=[C:4]([CH:10]([OH:12])[CH3:11])[N:3]=1.[CH:13]([Sn](C=C)(C=C)C=C)=[CH2:14].C(OCC)(=O)C>CN(C)C=O.Cl[Pd](Cl)([P](C1C=CC=CC=1)(C1C=CC=CC=1)C1C=CC=CC=1)[P](C1C=CC=CC=1)(C1C=CC=CC=1)C1C=CC=CC=1>[Cl:1][C:2]1[C:7]([OH:8])=[C:6]([CH:13]=[CH2:14])[CH:5]=[C:4]([CH:10]([OH:12])[CH3:11])[N:3]=1 |^1:35,54|. Procedure: A solution of 2-chloro-3-hydroxy-4-iodo-6-(1-hydroxyethyl)-pyridine (3.6 g, 12 mmol) in 36 mL of N,N-dimethylformamide is treated with bis(triphenylphosphine)-palladium dichloride (632 mg, 0.9 mmol) and tetravinyltin (2.7 mL, 15 mmol) and heated at 50° C. for 24 h and at room temperature for 40 h. The mixture is poured into 300 mL of ethyl acetate, filtered through a celite pad and the filtrate is washed with 4×50 mL of saturated sodium chloride. The organics are concentrated in vacuo and the cr...